From a dataset of the Open Reaction Database (ORD), a public repository of structured organic reaction records. describe an organic reaction: reactants, conditions, products, and yield The reactants are C1(=CC=CC=C1)S(=O)(=O)[C@@H]1C[C@H]([C@@H](C1)C(=O)O)C(NC1(CC1)C#N)=O ((1R,2R,4R)-4-Benzenesulfonyl-2-(1-cyano-cyclopropylcarbamoyl)-cyclopentanecarboxylic acid), C1OCC12CNC2 (2-oxa-6-aza-spiro[3.3]heptane). The product is C(#N)C1(CC1)NC(=O)[C@H]1[C@@H](C[C@@H](C1)S(=O)(=O)C1=CC=CC=C1)C(=O)N1CC2(COC2)C1 ((1R,2R,4R)-4-Benzenesulfonyl-2-(2-oxa-6-aza-spiro[3.3]heptane-6-carbonyl)-cyclopentanecarboxylic acid (1-cyano-cyclopropyl)-amide). Reaction SMILES: [C:1]1([S:7]([C@H:10]2[CH2:14][C@@H:13]([C:15]([OH:17])=O)[C@H:12]([C:18](=[O:25])[NH:19][C:20]3([C:23]#[N:24])[CH2:22][CH2:21]3)[CH2:11]2)(=[O:9])=[O:8])[CH:6]=[CH:5][CH:4]=[CH:3][CH:2]=1.[CH2:26]1[C:29]2([CH2:32][NH:31][CH2:30]2)[CH2:28][O:27]1>>[C:23]([C:20]1([NH:19][C:18]([C@@H:12]2[CH2:11][C@@H:10]([S:7]([C:1]3[CH:2]=[CH:3][CH:4]=[CH:5][CH:6]=3)(=[O:8])=[O:9])[CH2:14][C@H:13]2[C:15]([N:31]2[CH2:32][C:29]3([CH2:26][O:27][CH2:28]3)[CH2:30]2)=[O:17])=[O:25])[CH2:21][CH2:22]1)#[N:24]. Procedure: The title compound was prepared by reaction of (1R,2R,4R)-4-benzenesulfonyl-2-(1-cyano-cyclopropylcarbamoyl)-cyclopentanecarboxylic acid (example 10) with 2-oxa-6-aza-spiro[3.3]heptane (prepared according to G. Wuitschik et al., Angew. Chem., Int. Ed., 47, 4512, 2008) using a procedure as described in example 1, step 8. Colorless foam. MS: 444.3 (M+H)+. Reactants: IC1=CC=C(C=C1)CCO (2-(4-iodophenyl)ethanol), CS(=O)(=O)Cl (methanesulfonic acid chloride). Product: CS(=O)(=O)OCCC1=CC=C(C=C1)I (2-(4-iodophenyl)ethyl methanesulfonate). As a reaction SMILES: [I:1][C:2]1[CH:7]=[CH:6][C:5]([CH2:8][CH2:9][OH:10])=[CH:4][CH:3]=1.[CH3:11][S:12](Cl)(=[O:14])=[O:13]>>[CH3:11][S:12]([O:10][CH2:9][CH2:8][C:5]1[CH:6]=[CH:7][C:2]([I:1])=[CH:3][CH:4]=1)(=[O:14])=[O:13]. Reported procedure: Prepared analogously to Example 1.2.b. from 2-(4-iodophenyl)ethanol and methanesulfonic acid chloride. Yield: 5.7 g (77.4% of theory); C9H11IO3S (M=326.15); calc.: molecular ion peak (M)+: 326; found: molecular ion peak (M)+: 326. Starting materials: C1CCOC1, CCOCC, CO, C[Si](C)(C)C(Cl)Cl, Cl, O=Cc1cccc(OC(F)(F)F)c1, O. Product: OC(c1cccc(OC(F)(F)F)c1)C(Cl)Cl. Reaction SMILES: [CH2:1]1[O:2][CH2:3][CH2:4][CH2:5]1.[CH2:29]([O:30][CH2:31][CH3:32])[CH3:33].[CH3:14][OH:15].[Cl:6][CH:7]([Cl:8])[Si:9]([CH3:10])([CH3:11])[CH3:12].[ClH:13].[F:16][C:17]([O:18][c:19]1[cH:20][c:21]([CH:22]=[O:23])[cH:24][cH:25][cH:26]1)([F:27])[F:28].[OH2:34]>>[Cl:6][CH:7]([Cl:8])[CH:22]([c:21]1[cH:20][c:19]([O:18][C:17]([F:16])([F:27])[F:28])[cH:26][cH:25][cH:24]1)[OH:23]. The reactants are N#Cc1nn(-c2c(Cl)cc(C(F)(F)F)cc2Cl)c(Br)c1S(=O)(=O)C(F)(F)F, [Cs+], [F-], O=S1(=O)CCCC1. Yields the product N#Cc1nn(-c2c(Cl)cc(C(F)(F)F)cc2Cl)c(F)c1S(=O)(=O)C(F)(F)F. As a reaction SMILES: [Br:10][c:11]1[c:12]([S:30](=[O:31])(=[O:32])[C:33]([F:34])([F:35])[F:36])[c:13]([C:28]#[N:29])[n:14][n:15]1-[c:16]1[c:17]([Cl:27])[cH:18][c:19]([C:23]([F:24])([F:25])[F:26])[cH:20][c:21]1[Cl:22].[Cs+:9].[F-:8].[S:1]1(=[O:6])(=[O:7])[CH2:2][CH2:3][CH2:4][CH2:5]1>>[F:8][c:11]1[c:12]([S:30](=[O:31])(=[O:32])[C:33]([F:34])([F:35])[F:36])[c:13]([C:28]#[N:29])[n:14][n:15]1-[c:16]1[c:17]([Cl:27])[cH:18][c:19]([C:23]([F:24])([F:25])[F:26])[cH:20][c:21]1[Cl:22]. Starting materials: C(C)(C)(C)OC(COC1=CC=CC=2[C@@H](CCCC12)N(C)S(=O)(=O)C1=CC(=C(C=C1)F)Cl)=O ({(R)-5-[(3-chloro-4-fluoro-benzenesulfonyl)-methyl-amino]-5,6,7,8-tetrahydro-naphthalen-1-yloxy}-acetic acid tert-butyl ester), ClC1=CC=C(C=C1)O (4-chlorophenol). Yields the product C(C)(C)(C)OC(COC1=CC=CC=2[C@@H](CCCC12)N(C)S(=O)(=O)C1=CC(=C(C=C1)OC1=CC=C(C=C1)Cl)Cl)=O (((R)-5-{[3-chloro-4-(4-chlorophenoxy)-benzenesulfonyl]-methyl-amino}-5,6,7,8-tetrahydro-naphthalen-1-yloxy)-acetic acid tert-butyl ester). Yield: 75.0%. Reaction SMILES: [C:1]([O:5][C:6](=[O:32])[CH2:7][O:8][C:9]1[C:18]2[CH2:17][CH2:16][CH2:15][C@@H:14]([N:19]([S:21]([C:24]3[CH:29]=[CH:28][C:27](F)=[C:26]([Cl:31])[CH:25]=3)(=[O:23])=[O:22])[CH3:20])[C:13]=2[CH:12]=[CH:11][CH:10]=1)([CH3:4])([CH3:3])[CH3:2].[Cl:33][C:34]1[CH:39]=[CH:38][C:37]([OH:40])=[CH:36][CH:35]=1>>[C:1]([O:5][C:6](=[O:32])[CH2:7][O:8][C:9]1[C:18]2[CH2:17][CH2:16][CH2:15][C@@H:14]([N:19]([S:21]([C:24]3[CH:29]=[CH:28][C:27]([O:40][C:37]4[CH:38]=[CH:39][C:34]([Cl:33])=[CH:35][CH:36]=4)=[C:26]([Cl:31])[CH:25]=3)(=[O:23])=[O:22])[CH3:20])[C:13]=2[CH:12]=[CH:11][CH:10]=1)([CH3:4])([CH3:3])[CH3:2]. Reported procedure: Starting with {(R)-5-[(3-chloro-4-fluoro-benzenesulfonyl)-methyl-amino]-5,6,7,8-tetrahydro-naphthalen-1-yloxy}-acetic acid tert-butyl ester (100 mg, 0.207 mmol) and 4-chlorophenol (315 mg, 2.45 mmol), using the method analogous to the one described for example 2-2, method D, 2nd step, ((R)-5-{[3-chloro-4-(4-chlorophenoxy)-benzenesulfonyl]-methyl-amino}-5,6,7,8-tetrahydro-naphthalen-1-yloxy)-acetic acid tert-butyl ester (92 mg, 75%) was obtained as a white powder. MS cald. For C29H31Cl2NO6S 591, ... Reactants: N1C(NCC1)=O (2-imidazolidinone), BrC1=NC=CC=C1 (2-bromopyridine), CC(=O)[O-].[K+] (KOAc). The reagents and catalysts are [Cu] (copper), Cl[Cu] (CuCl). Run in N1=CC=CC=C1 (pyridine). Conditions: temperature 60 celsius. Yields the product N1=C(C=CC=C1)N1C(NCC1)=O (1-Pyridin-2-ylimidazolidin-2-one). RXN SMILES: [NH:1]1[CH2:5][CH2:4][NH:3][C:2]1=[O:6].Br[C:8]1[CH:13]=[CH:12][CH:11]=[CH:10][N:9]=1.CC([O-])=O.[K+]>N1C=CC=CC=1.[Cu].Cl[Cu]>[N:9]1[CH:10]=[CH:11][CH:12]=[CH:13][C:8]=1[N:1]1[CH2:5][CH2:4][NH:3][C:2]1=[O:6] |f:2.3|. Procedure: A mixture of 2-imidazolidinone (1.00 g, 11.6 mmol), 2-bromopyridine (3.40 mL, 34.8 mmol), copper powder (2.58 g, 40.7 mmol), CuCl (230 mg, 2.32 mmol), and KOAc (3.99 g, 40.7 mmol) in pyridine (10 mL) was heated at 60° C. for 18 h. The cooled mixture was partitioned between CHCl3 (100 mL) and 10% aqueous citric acid (50 mL). The aqueous layer was adjusted to pH 11 with 10 N aqueous NaOH, extracted with CHCl3 (3×100 mL), and these organic layers were combined and dried over Na2SO4, filtered, and c... Reactants: NS(=O)(=O)C1=CC=C(C=C1)C=1OC2=C(C(C1C1=CC=C(C=C1)F)=O)C(=CC=C2Cl)OC (2-(4-(aminosulfonyl)phenyl)-8-chloro-3-(4-fluorophenyl)-5-methoxy-4H-1-benzopyran-4-one), B(Br)(Br)Br (BBr3). Run in C(Cl)Cl (CH2Cl2). Conditions: time 4 hour. The product is NS(=O)(=O)C1=CC=C(C=C1)C=1OC2=C(C(C1C1=CC=C(C=C1)F)=O)C(=CC=C2Cl)O (2-(4-(Aminosulfonyl)phenyl)-8-chloro-3-(4-fluorophenyl)-5-hydroxy-4H-1-benzopyran-4-one). Yield: 64.1%. RXN SMILES: [NH2:1][S:2]([C:5]1[CH:10]=[CH:9][C:8]([C:11]2[O:12][C:13]3[C:28]([Cl:29])=[CH:27][CH:26]=[C:25]([O:30]C)[C:14]=3[C:15](=[O:24])[C:16]=2[C:17]2[CH:22]=[CH:21][C:20]([F:23])=[CH:19][CH:18]=2)=[CH:7][CH:6]=1)(=[O:4])=[O:3].B(Br)(Br)Br>C(Cl)Cl>[NH2:1][S:2]([C:5]1[CH:6]=[CH:7][C:8]([C:11]2[O:12][C:13]3[C:28]([Cl:29])=[CH:27][CH:26]=[C:25]([OH:30])[C:14]=3[C:15](=[O:24])[C:16]=2[C:17]2[CH:18]=[CH:19][C:20]([F:23])=[CH:21][CH:22]=2)=[CH:9][CH:10]=1)(=[O:3])=[O:4]. Reported procedure: To a solution of 2-(4-(aminosulfonyl)phenyl)-8-chloro-3-(4-fluorophenyl)-5-methoxy-4H-1-benzopyran-4-one(0.03 g, 0.07 mmol) in CH2C2(5 ml) was added 1.0M BBr3(0.2 ml) at a temperature of 0° C. The mixture was stirred for 4 hours at room temperature and diluted with CH2Cl2(10 ml). After being washed with water and brine, the solution was dried over anhydrous MgSO4. The crude product was purified by flash chromatography to yield the title compound as a solid(0.02 g, 74%). Reactants: CC(N=Cc1ccc(OCc2ccccc2F)cc1)C(N)=O, CC(NCc1ccc(OCc2ccccc2F)c(Cc2ccccc2F)c1)C(N)=O. Product: CC(NCc1ccc(OCc2ccccc2F)cc1)C(N)=O. Reaction SMILES: [F:1][c:2]1[c:3]([CH2:4][O:5][c:6]2[cH:7][cH:8][c:9]([CH:10]=[N:11][CH:12]([C:13](=[O:14])[NH2:15])[CH3:16])[cH:17][cH:18]2)[cH:19][cH:20][cH:21][cH:22]1.[F:23][c:24]1[cH:25][cH:26][cH:27][cH:28][c:29]1[CH2:30][c:31]1[cH:32][c:33]([CH2:46][NH:47][CH:48]([CH3:49])[C:50]([NH2:51])=[O:52])[cH:34][cH:35][c:36]1[O:37][CH2:38][c:39]1[cH:40][cH:41][cH:42][cH:43][c:44]1[F:45]>>[F:1][c:2]1[c:3]([CH2:4][O:5][c:6]2[cH:7][cH:8][c:9]([CH2:10][NH:11][CH:12]([C:13](=[O:14])[NH2:15])[CH3:16])[cH:17][cH:18]2)[cH:19][cH:20][cH:21][cH:22]1. The reactants are CCCN=C=O, COCCO, NC1Cc2ccc(C3=NNC(=O)CC3)cc2C1. Yields the product CCCNC(=O)NC1Cc2ccc(C3=NNC(=O)CC3)cc2C1. As a reaction SMILES: [CH2:1]([CH2:2][CH3:3])[N:4]=[C:5]=[O:6].[CH3:24][O:25][CH2:26][CH2:27][OH:28].[NH2:7][CH:8]1[CH2:9][c:10]2[cH:11][cH:12][c:13]([C:17]3=[N:22][NH:21][C:20](=[O:23])[CH2:19][CH2:18]3)[cH:14][c:15]2[CH2:16]1>>[CH2:1]([CH2:2][CH3:3])[NH:4][C:5](=[O:6])[NH:7][CH:8]1[CH2:9][c:10]2[cH:11][cH:12][c:13]([C:17]3=[N:22][NH:21][C:20](=[O:23])[CH2:19][CH2:18]3)[cH:14][c:15]2[CH2:16]1.